This data is from the Open Reaction Database (ORD), a public repository of structured organic reaction records. The task is: describe an organic reaction: reactants, conditions, products, and yield The reactants are CN1[C@@H](CCC1)CO ((S)-1-methyl-2-pyrrolidinemethanol), CC(C)([O-])C.[K+] (potassium tert-butoxide), ClC1=NC=CN=C1 (chloropyrazine). The solvent is C1CCOC1 (THF). Reaction conditions: time 10 minute. The product is NH4OH-, CN1[C@@H](CCC1)COC1=NC=CN=C1 ((S)-2-(1-methyl-2-pyrrolidinylmethoxy)pyrazine). RXN SMILES: [CH3:1][N:2]1[CH2:6][CH2:5][CH2:4][C@H:3]1[CH2:7][OH:8].CC(C)([O-])C.[K+].Cl[C:16]1[CH:21]=[N:20][CH:19]=[CH:18][N:17]=1>C1COCC1>[CH3:1][N:2]1[CH2:6][CH2:5][CH2:4][C@H:3]1[CH2:7][O:8][C:16]1[CH:21]=[N:20][CH:19]=[CH:18][N:17]=1 |f:1.2|. Reported procedure: A solution of (S)-1-methyl-2-pyrrolidinemethanol (1.15 g) in THF (45 mL) was treated with potassium tert-butoxide (1.2 g). After 10 min, chloropyrazine was added and the reaction stirred for 1.5 h. The reaction was quenched with 5 N HCl (4 mL) and the solvent evaporated. The residue was suspended in water and extracted with ether. The aqueous fraction was made basic and extracted with CHCl3. The extracts were dried, the solvent evaporated, and the residue purified by radial chromatography elutin... Reactants: C(C)C=1C(=C(SC1)N)C(=O)O (Ethyl 2-amino-3-carboxythiophene), C(=O)[O-].[NH4+] (ammonium formate), C(=O)N (formamide). The product is N1=CN=C(C2=C1SC=C2)O (thieno[2,3-d]pyrimidin-4-ol). As a reaction SMILES: C([C:3]1[C:4]([C:9]([OH:11])=O)=[C:5]([NH2:8])[S:6][CH:7]=1)C.C([O-])=O.[NH4+].[CH:16]([NH2:18])=O>>[N:8]1[C:5]2[S:6][CH:7]=[CH:3][C:4]=2[C:9]([OH:11])=[N:18][CH:16]=1 |f:1.2|. Reported procedure: Ethyl 2-amino-3-carboxythiophene 2 is refluxed with ammonium formate and formamide to give the cyclized intermediate 3 which is then treated with thionyl chloride to afford the chloro derivative 4. Boc-protected aminopiperidine 5 is reductively alkylated with a variety of arylaldehydes 6 to provide the corresponding intermediates 7. Deprotection of 7 with trifluoroacetic acid treatment yields the free amine intermediate 8. Reflux of a mixture of the key intermediates 4 and 8 in i-propanol or ace...